From a dataset of the Open Reaction Database (ORD), a public repository of structured organic reaction records. describe an organic reaction: reactants, conditions, products, and yield Reactants: CC(C)C(=O)CBr, O=C([O-])[O-], CCC(C)=O, [K+], [K+], Oc1ccc(Cl)cc1. The product is CC(C)C(=O)COc1ccc(Cl)cc1. RXN SMILES: [Br:1][CH2:2][C:3]([CH:4]([CH3:5])[CH3:6])=[O:7].[C:16](=[O:17])([O-:18])[O-:19].[CH2:22]([C:23]([CH3:24])=[O:25])[CH3:26].[K+:20].[K+:21].[OH:8][c:9]1[cH:10][cH:11][c:12]([Cl:13])[cH:14][cH:15]1>>[CH2:2]([C:3]([CH:4]([CH3:5])[CH3:6])=[O:7])[O:8][c:9]1[cH:10][cH:11][c:12]([Cl:13])[cH:14][cH:15]1. The reactants are ClCCCl, CCN(C(C)C)C(C)C, O=C(COc1ccc(Cl)cc1Cl)Nc1cccc(C(=O)O)c1, NCCO, CN(C)C=O, On1nnc2ccccc21. Product: O=C(COc1ccc(Cl)cc1Cl)Nc1cccc(C(=O)NCCO)c1. Reaction SMILES: [CH2:27]([Cl:28])[CH2:29][Cl:30].[CH:41]([N:42]([CH2:43][CH3:44])[CH:45]([CH3:46])[CH3:47])([CH3:48])[CH3:49].[Cl:1][c:2]1[c:3]([O:4][CH2:5][C:6](=[O:7])[NH:8][c:9]2[cH:10][c:11]([C:12](=[O:13])[OH:14])[cH:15][cH:16][cH:17]2)[cH:18][cH:19][c:20]([Cl:22])[cH:21]1.[NH2:23][CH2:24][CH2:25][OH:26].[O:50]=[CH:51][N:52]([CH3:53])[CH3:54].[OH:31][n:32]1[c:33]2[c:34]([cH:35][cH:36][cH:37][cH:38]2)[n:39][n:40]1>>[Cl:1][c:2]1[c:3]([O:4][CH2:5][C:6](=[O:7])[NH:8][c:9]2[cH:10][c:11]([C:12](=[O:14])[NH:23][CH2:24][CH2:25][OH:26])[cH:15][cH:16][cH:17]2)[cH:18][cH:19][c:20]([Cl:22])[cH:21]1. Reactants: CN(C=O)C (Dimethylformamide), C(C(=O)Cl)(=O)Cl (oxalyl chloride), NC=1SC=C(N1)/C(/C(=O)O)=N/OC ((Z)-2-(2-aminothiazol-4-yl)-2-methoxyiminoacetic acid). Run in O1CCCC1 (tetrahydrofuran), O1CCCC1 (tetrahydrofuran). Conditions: temperature -15 celsius, time 10 minute. Product: Cl.CN(C)C=NC=1SC=C(N1)/C(/C(=O)Cl)=N/OC ((Z)-2-(2-dimethylaminomethylidenaminothiazol-4-yl)-2-methoxyiminoacetyl chloride. hydrochloride). Isolated yield 42.4%. RXN SMILES: [CH3:1][N:2]([CH3:5])[CH:3]=O.C(Cl)(=O)C([Cl:9])=O.[NH2:12][C:13]1[S:14][CH:15]=[C:16](/[C:18](=[N:22]/[O:23][CH3:24])/[C:19](O)=[O:20])[N:17]=1>O1CCCC1>[ClH:9].[CH3:1][N:2]([CH:3]=[N:12][C:13]1[S:14][CH:15]=[C:16](/[C:18](=[N:22]/[O:23][CH3:24])/[C:19]([Cl:9])=[O:20])[N:17]=1)[CH3:5] |f:4.5|. Procedure details: Dimethylformamide (1.6 g, 22 mmol) and 10 ml of tetrahydrofuran were mixed, to which 3.06 g (24 mmol) of oxalyl chloride were added dropwise under ice-cooling. After completion of the dropwise addition, the resulting mixture was stirred for further 10 minutes and was then cooled to -15° C. To the mixture so obtained, were added 2.0 g (10 mmol) of (Z)-2-(2-aminothiazol-4-yl)-2-methoxyiminoacetic acid and 10 ml of tetrahydrofuran, followed by stirring for 80 minutes. The reaction mixture was conce... The reactants are ClC1=C(C=CC=C1)C1=CC=2NC=3C=C(C(=CC3C2C2=C1C(NC2=O)=O)OC)\C=C\CCO (4-(2-Chlorophenyl)-8-[(1E)-4-hydroxy-1-butenyl]-9-methoxypyrrolo[3,4-c]carbazole-1,3(2H,6H)-dione). The reagents and catalysts are O=[Pt]=O (PtO2). Solvent: O1CCCC1.CO (tetrahydrofuran methanol). Reaction conditions: time 30 minute. Product: ClC1=C(C=CC=C1)C1=CC=2NC=3C=C(C(=CC3C2C2=C1C(NC2=O)=O)OC)CCCCO (4-(2-Chlorophenyl)-8-(4-hydroxybutyl)-9-methoxypyrrolo[3,4-c]carbazole-1,3(2H,6H)-dione). Yield: 135.0%. As a reaction SMILES: [Cl:1][C:2]1[CH:7]=[CH:6][CH:5]=[CH:4][C:3]=1[C:8]1[C:20]2[C:21](=[O:25])[NH:22][C:23](=[O:24])[C:19]=2[C:18]2[C:17]3[CH:16]=[C:15]([O:26][CH3:27])[C:14](/[CH:28]=[CH:29]/[CH2:30][CH2:31][OH:32])=[CH:13][C:12]=3[NH:11][C:10]=2[CH:9]=1>O=[Pt]=O.O1CCCC1.CO>[Cl:1][C:2]1[CH:7]=[CH:6][CH:5]=[CH:4][C:3]=1[C:8]1[C:20]2[C:21](=[O:25])[NH:22][C:23](=[O:24])[C:19]=2[C:18]2[C:17]3[CH:16]=[C:15]([O:26][CH3:27])[C:14]([CH2:28][CH2:29][CH2:30][CH2:31][OH:32])=[CH:13][C:12]=3[NH:11][C:10]=2[CH:9]=1 |f:2.3|. Procedure details: A mixture of (170) (0.15 g, 0.33 mmol) prepared as described in example 309 and PtO2 (20 mg) in 1:1 tetrahydrofuran/methanol (30 mL) was shaken under an atmosphere of hydrogen gas at 40 psi pressure for 30 min. The catalyst was removed by filtration through Celite, washing through with more solvent. The combined filtrates were worked up and chromatographed on silica. Elution with ethyl acetate/petroleum ether (1:1) gave (171) as an orange solid (0.20 g, 100%), mp 256–260° C. (dec). 1H NMR δ [(CD... Starting materials: C(C)OC1=CC=CC2=C1C(=NO2)N (4-ethoxy-3-amino-1,2-benzisoxazole). Reagents/catalysts: [Pd] (palladium). Solvent: CO (methanol). Reaction conditions: time 16 hour. The product is C(C)OC1=C(C(=CC=C1)O)C(N)=N (2-ethoxy-6-hydroxybenzenecarboximidamide). As a reaction SMILES: [CH2:1]([O:3][C:4]1[C:9]2[C:10]([NH2:13])=[N:11][O:12][C:8]=2[CH:7]=[CH:6][CH:5]=1)[CH3:2]>CO.[Pd]>[CH2:1]([O:3][C:4]1[CH:5]=[CH:6][CH:7]=[C:8]([OH:12])[C:9]=1[C:10](=[NH:11])[NH2:13])[CH3:2]. Procedure details: 3.65 g [20.48 mmol] of 4-ethoxy-3-amino-1,2-benzisoxazole are hydrogenated in 40 ml of methanol and in the presence of 0.39 g of palladium (loading: 10, support: activated carbon) at room temperature and pressure 1 bar for 16 hours, analogously to the method from WO 2007/030582. The reaction mixture is filtered through silica gel, and rinsed through repeatedly with methanol. The combined filtrates are concentrated under reduced pressure. This leaves 1.9 g of product as a beige solid; the purity ... Starting materials: COC=1C=CC(=C(C(=O)O)C1)N=CC[N+](=O)[O-] (5-methoxy-2-[2-nitro-ethylidenamino]-benzoic acid), C(C)(=O)OC(C)=O (acetic anhydride), C(C)(=O)[O-].[K+] (potassium acetate). The product is COC=1C=C2C(=C(C=NC2=CC1)[N+](=O)[O-])O (6-Methoxy-3-nitro-quinolin-4-ol). RXN SMILES: [CH3:1][O:2][C:3]1[CH:4]=[CH:5][C:6]([N:12]=[CH:13][CH2:14][N+:15]([O-:17])=[O:16])=[C:7]([CH:11]=1)[C:8](O)=[O:9].C(OC(=O)C)(=O)C.C([O-])(=O)C.[K+]>>[CH3:1][O:2][C:3]1[CH:11]=[C:7]2[C:6](=[CH:5][CH:4]=1)[N:12]=[CH:13][C:14]([N+:15]([O-:17])=[O:16])=[C:8]2[OH:9] |f:2.3|. Procedure details: The title compound is prepared in analogy to Example 19b starting from 7.15 g (0.029 mol) of 5-methoxy-2-[2-nitro-ethylidenamino]-benzoic acid (Example 44e), 32 ml acetic anhydride, and 3.52 g (0.035 mol) potassium acetate. The title compound which precipitates from the solution, is filtered off, washed with acetic acid, and dried overnight at 85° C. mp: 278-281° C.; MS: 221 (M++1); HPLC: tret=10.23 min (Grad 1).